The task is: describe an organic reaction: reactants, conditions, products, and yield. This data is from the Open Reaction Database (ORD), a public repository of structured organic reaction records. Reactants: COC1=CC=C(CC2=NN=C3N2C(C=2NC=NC2N3CCCCC)=O)C=C1 (3-(4-methoxybenzyl)-9-pentyl-6,9-dihydro-5H-[1,2,4]triazolo[4,3-a]purin-5-one), BrN1C(CCC1=O)=O (N-Bromosuccinimide). Run in C1CCOC1 (THF). Conditions: temperature 70 celsius, time 1 hour. The product is BrC1=NC=2N(C=3N(C(C2N1)=O)C(=NN3)CC3=CC=C(C=C3)OC)CCCCC (7-bromo-3-(4-methoxybenzyl)-9-pentyl-6,9-dihydro-5H-[1,2,4]triazolo[4,3-a]purin-5-one). Isolated yield 59.2%. RXN SMILES: [CH3:1][O:2][C:3]1[CH:27]=[CH:26][C:6]([CH2:7][C:8]2[N:12]3[C:13](=[O:25])[C:14]4[NH:15][CH:16]=[N:17][C:18]=4[N:19]([CH2:20][CH2:21][CH2:22][CH2:23][CH3:24])[C:11]3=[N:10][N:9]=2)=[CH:5][CH:4]=1.[Br:28]N1C(=O)CCC1=O>C1COCC1>[Br:28][C:16]1[NH:15][C:14]2[C:13](=[O:25])[N:12]3[C:8]([CH2:7][C:6]4[CH:5]=[CH:4][C:3]([O:2][CH3:1])=[CH:27][CH:26]=4)=[N:9][N:10]=[C:11]3[N:19]([CH2:20][CH2:21][CH2:22][CH2:23][CH3:24])[C:18]=2[N:17]=1. Reported procedure: To the solution of 3-(4-methoxybenzyl)-9-pentyl-6,9-dihydro-5H-[1,2,4]triazolo[4,3-a]purin-5-one (0.40 g, 1.1 mmol) in THF was added N-Bromosuccinimide (0.29 g, 1.6 mmol). The mixture was stirred at 70° C. for 1 hour. The mixture was concentrated and purified by preparative LCMS to yield the desired product (290 mg, 60%). 1HNMR (300 MHz, d6-DMSO): δ 7.16 (d, J=8.3 Hz, 2H), 6.81 (d, J=8.3 Hz, 2H), 4.46 (s, 3H), 4.20 (t, J=7.2 Hz, 2H), 3.67 (s, 2H), 1.79 (m, 2H), 1.28 (m, 4H), 0.83 (m, 3H). LCMS c...